From a dataset of the Open Reaction Database (ORD), a public repository of structured organic reaction records. describe an organic reaction: reactants, conditions, products, and yield The reactants are C(C)(=O)O (acetic acid), FC1=C(C(=O)C2=C(C=CC(=C2)[N+](=O)[O-])NC(=O)C(C)(C)NC(OCC2=CC=CC=C2)=O)C=CC=C1 (benzyl [1-[[2-(o-fluorobenzoyl)-4-nitrophenyl]-carbamoyl]-1-methyl-ethyl]carbamate), C(C)(C)(C)[O-].[K+] (potassium t-butanolate), CI (methyl iodide). Solvent: C(C)(C)(C)O (t-butanol). Conditions: time 2.5 day. Yields the product FC1=C(C(=O)C2=C(C=CC(=C2)[N+](=O)[O-])N(C(=O)C(C)(C)NC(OCC2=CC=CC=C2)=O)C)C=CC=C1 (benzyl [1-[[2-(o-fluorobenzoyl)-4-nitrophenyl]-methylcarbamoyl]-1-methyl-ethyl]carbamate). As a reaction SMILES: [F:1][C:2]1[CH:35]=[CH:34][CH:33]=[CH:32][C:3]=1[C:4]([C:6]1[CH:11]=[C:10]([N+:12]([O-:14])=[O:13])[CH:9]=[CH:8][C:7]=1[NH:15][C:16]([C:18]([NH:21][C:22](=[O:31])[O:23][CH2:24][C:25]1[CH:30]=[CH:29][CH:28]=[CH:27][CH:26]=1)([CH3:20])[CH3:19])=[O:17])=[O:5].[C:36]([O-])(C)(C)C.[K+].CI.C(O)(=O)C>C(O)(C)(C)C>[F:1][C:2]1[CH:35]=[CH:34][CH:33]=[CH:32][C:3]=1[C:4]([C:6]1[CH:11]=[C:10]([N+:12]([O-:14])=[O:13])[CH:9]=[CH:8][C:7]=1[N:15]([CH3:36])[C:16]([C:18]([NH:21][C:22](=[O:31])[O:23][CH2:24][C:25]1[CH:30]=[CH:29][CH:28]=[CH:27][CH:26]=1)([CH3:19])[CH3:20])=[O:17])=[O:5] |f:1.2|. Procedure details: A solution of 500 mg of benzyl [1-[[2-(o-fluorobenzoyl)-4-nitrophenyl]-carbamoyl]-1-methyl-ethyl]carbamate (1.043 mol) and 150 mg of potassium t-butanolate in 20 ml of t-butanol is treated with 0.15 ml of methyl iodide and stirred at room temperature for 2.5 days. The reaction mixture is buffered with glacial acetic acid and concentrated. The residue is partitioned between methylene chloride and 10 percent aqueous sodium bicarbonate solution. After drying the organic phase overnight and concentr... The reactants are CC(=O)O, COc1cc2ncc(C(N)=O)c(Cl)c2cc1OC, NC(=O)c1ccccc1N, CN(C)C=O. The product is COc1cc2ncc(C(N)=O)c(Nc3ccccc3C(N)=O)c2cc1OC. As a reaction SMILES: [CH3:29][C:30](=[O:31])[OH:32].[Cl:1][c:2]1[c:3]([C:16](=[O:17])[NH2:18])[cH:4][n:5][c:6]2[cH:7][c:8]([O:14][CH3:15])[c:9]([O:12][CH3:13])[cH:10][c:11]12.[NH2:19][c:20]1[c:21]([C:22](=[O:23])[NH2:24])[cH:25][cH:26][cH:27][cH:28]1.[O:33]=[CH:34][N:35]([CH3:36])[CH3:37]>>[c:2]1([NH:19][c:20]2[c:21]([C:22](=[O:23])[NH2:24])[cH:25][cH:26][cH:27][cH:28]2)[c:3]([C:16](=[O:17])[NH2:18])[cH:4][n:5][c:6]2[cH:7][c:8]([O:14][CH3:15])[c:9]([O:12][CH3:13])[cH:10][c:11]12. Starting materials: NC1=CC=C(C=C1)C(CC=1N(C=CN1)CCC)=O (1-(4-aminophenyl)-2-(1-propylimidazol-2-yl)ethanone), Cl.CON (O-methylhydroxylamine hydrochloride), C([O-])(O)=O.[Na+] (sodium bicarbonate). Solvent: C(C)O (ethanol). Product: CO\N=C(/CC=1N(C=CN1)CCC)\C1=CC=C(C=C1)N ((1E)-1-(4-aminophenyl)-2-(1-propylimidazol-2-yl)ethanone O-methyloxime). Isolated yield 34.2%. RXN SMILES: [NH2:1][C:2]1[CH:7]=[CH:6][C:5]([C:8](=O)[CH2:9][C:10]2[N:11]([CH2:15][CH2:16][CH3:17])[CH:12]=[CH:13][N:14]=2)=[CH:4][CH:3]=1.Cl.[CH3:20][O:21][NH2:22].C(=O)(O)[O-].[Na+]>C(O)C>[CH3:20][O:21]/[N:22]=[C:8](/[C:5]1[CH:6]=[CH:7][C:2]([NH2:1])=[CH:3][CH:4]=1)\[CH2:9][C:10]1[N:11]([CH2:15][CH2:16][CH3:17])[CH:12]=[CH:13][N:14]=1 |f:1.2,3.4|. Procedure details: A solution of 1-(4-aminophenyl)-2-(1-propylimidazol-2-yl)ethanone (600 mg) and O-methylhydroxylamine hydrochloride (227 mg) in ethanol (20 ml) was refluxed for 8 hours. After the mixture was allowed to be at room temperature, and saturated sodium bicarbonate solution was added to the mixture, the mixture was extracted with ethyl acetate, and dried over magnesium sulfate. The solvent was distilled off under reduced pressure. The obtained residue was purified by basic silica gel column chromatogra... Starting materials: Cc1cccc(C=O)c1, O, OCC(O)CO, O=S(=O)(O)O, c1ccccc1. Yields the product Cc1cccc(C2OCC(O)CO2)c1. RXN SMILES: [CH3:1][c:2]1[cH:3][cH:4][cH:5][c:6]([CH:7]=[O:8])[cH:9]1.[OH2:21].[OH:10][CH2:11][CH:12]([OH:13])[CH2:14][OH:15].[S:16](=[O:17])(=[O:18])([OH:19])[OH:20].[cH:22]1[cH:23][cH:24][cH:25][cH:26][cH:27]1>>[CH3:1][c:2]1[cH:3][cH:4][cH:5][c:6]([CH:7]2[O:8][CH2:14][CH:12]([OH:13])[CH2:11][O:10]2)[cH:9]1. Yields the product CC(CCCBr)OCc1ccccc1. Reactants: C1CCCCC1, CC(O)CCCBr, ClCCl, N=C(OCc1ccccc1)C(Cl)(Cl)Cl, O=S(=O)(O)C(F)(F)F. As a reaction SMILES: [CH2:22]1[CH2:23][CH2:24][CH2:25][CH2:26][CH2:27]1.[CH3:1][CH:2]([CH2:3][CH2:4][CH2:5][Br:6])[OH:7].[Cl:36][CH2:37][Cl:38].[Cl:8][C:9]([Cl:10])([Cl:11])[C:19](=[NH:20])[O:21][CH2:12][c:13]1[cH:14][cH:15][cH:16][cH:17][cH:18]1.[OH:28][S:29]([C:30]([F:31])([F:32])[F:33])(=[O:34])=[O:35]>>[CH3:1][CH:2]([CH2:3][CH2:4][CH2:5][Br:6])[O:7][CH2:12][c:13]1[cH:14][cH:15][cH:16][cH:17][cH:18]1. Starting materials: CC1=C2C(=NC(=C1)C)SN=C2OCC(=O)O (2-(4,6-Dimethylisothiazolo[5,4-b]pyridin-3-yloxy)acetic acid), N1CCOCC1 (morpholine), CCN=C=NCCCN(C)C (EDCI), CCN(C(C)C)C(C)C (DIEA). The reagents and catalysts are CN(C)C=1C=CN=CC1 (DMAP). Yields the product compound 21, CC1=C2C(=NC(=C1)C)SN=C2OCC(=O)N2CCOCC2 (2-(4,6-Dimethylisothiazolo[5,4-b]pyridin-3-yloxy)-1-morpholinoethanone). The yield is 82.0%. Reaction SMILES: [CH3:1][C:2]1[CH:7]=[C:6]([CH3:8])[N:5]=[C:4]2[S:9][N:10]=[C:11]([O:12][CH2:13][C:14]([OH:16])=O)[C:3]=12.[NH:17]1[CH2:22][CH2:21][O:20][CH2:19][CH2:18]1.CCN=C=NCCCN(C)C.CCN(C(C)C)C(C)C>CN(C1C=CN=CC=1)C>[CH3:1][C:2]1[CH:7]=[C:6]([CH3:8])[N:5]=[C:4]2[S:9][N:10]=[C:11]([O:12][CH2:13][C:14]([N:17]3[CH2:22][CH2:21][O:20][CH2:19][CH2:18]3)=[O:16])[C:3]=12. Reported procedure: Alternatively, the coupling reaction of acid 26 with morpholine in the presence of EDCI, DMAP and DIEA, by a procedure similar to that for compound 21 (YMU1), gave compound 27 in 82% yield.